From a dataset of the Open Reaction Database (ORD), a public repository of structured organic reaction records. describe an organic reaction: reactants, conditions, products, and yield Reactants: CCOC(C)=O, CO, CC(C)(C)OCl, CN=C(NC#N)NCCSCC(Cl)C(C)=O, O. Yields the product CN=C(NC#N)NCCSCC(Cl)(Cl)C(C)=O. RXN SMILES: [CH3:24][CH2:25][O:26][C:27](=[O:28])[CH3:29].[CH3:30][OH:31].[Cl:18][O:19][C:20]([CH3:21])([CH3:22])[CH3:23].[Cl:1][CH:2]([CH2:3][S:4][CH2:5][CH2:6][NH:7][C:8](=[N:9][CH3:10])[NH:11][C:12]#[N:13])[C:14]([CH3:15])=[O:16].[OH2:17]>>[Cl:1][C:2]([CH2:3][S:4][CH2:5][CH2:6][NH:7][C:8](=[N:9][CH3:10])[NH:11][C:12]#[N:13])([C:14]([CH3:15])=[O:16])[Cl:18]. Starting materials: BrC=1C=C(SC1)C#N (4-bromo-thiophene-2-carbonitrile), C[C@H]1N(CCC1)C[C@H]1N(CCC1)C(=O)C1=CC=C(C=C1)B1OC(C(O1)(C)C)(C)C ([2-(S)-(2-(R)-methyl-pyrrolidin-1-ylmethyl)-pyrrolidin-1-yl]-[4-(4,4,5,5-tetramethyl-[1,3,2]dioxaborolan-2-yl)-phenyl]-methanone). Product: C[C@H]1N(CCC1)C[C@H]1N(CCC1)C(=O)C1=CC=C(C=C1)C=1C=C(SC1)C#N (4-{4-[2-(S)-(2-(R)-methyl-pyrrolidin-1-ylmethyl)-pyrrolidine-1-carbonyl]-phenyl}-thiophene-2-carbonitrile). Reported procedure: The title compound is prepared in a manner substantially analogous General Procedure A using 4-bromo-thiophene-2-carbonitrile (CAS 18791-99-6) and [2-(S)-(2-(R)-methyl-pyrrolidin-1-ylmethyl)-pyrrolidin-1-yl]-[4-(4,4,5,5-tetramethyl-[1,3,2]dioxaborolan-2-yl)-phenyl]-methanone to give the title compound. (150 mg, 30% yield). MS (ES+) 380.2 (M+H)+ As a reaction SMILES: Br[C:2]1[CH:3]=[C:4]([C:7]#[N:8])[S:5][CH:6]=1.[CH3:9][C@@H:10]1[CH2:14][CH2:13][CH2:12][N:11]1[CH2:15][C@@H:16]1[CH2:20][CH2:19][CH2:18][N:17]1[C:21]([C:23]1[CH:28]=[CH:27][C:26](B2OC(C)(C)C(C)(C)O2)=[CH:25][CH:24]=1)=[O:22]>>[CH3:9][C@@H:10]1[CH2:14][CH2:13][CH2:12][N:11]1[CH2:15][C@@H:16]1[CH2:20][CH2:19][CH2:18][N:17]1[C:21]([C:23]1[CH:28]=[CH:27][C:26]([C:2]2[CH:3]=[C:4]([C:7]#[N:8])[S:5][CH:6]=2)=[CH:25][CH:24]=1)=[O:22]. The reactants are FC(C1=CC=C(C=C1)NN)(F)F (4-(trifluoromethyl)-phenylhydrazine), FC1=C(C(=O)Cl)C=CC=C1 (2-fluorobenzoyl chloride). Solvent: N1=CC=CC=C1 (pyridine). Run at time 4 hour. Product: FC(C1=CC=C(C=C1)NNC(C1=C(C=CC=C1)F)=O)(F)F (2-fluorobenzoic acid, 2-(4-(trifluoromethyl)phenyl)hydrazide). Isolated yield 85.0%. Reaction SMILES: [F:1][C:2]([F:12])([F:11])[C:3]1[CH:8]=[CH:7][C:6]([NH:9][NH2:10])=[CH:5][CH:4]=1.[F:13][C:14]1[CH:22]=[CH:21][CH:20]=[CH:19][C:15]=1[C:16](Cl)=[O:17]>N1C=CC=CC=1>[F:1][C:2]([F:11])([F:12])[C:3]1[CH:4]=[CH:5][C:6]([NH:9][NH:10][C:16](=[O:17])[C:15]2[CH:19]=[CH:20][CH:21]=[CH:22][C:14]=2[F:13])=[CH:7][CH:8]=1. Reported procedure: To a stirred solution of 75.0 g of 4-(trifluoromethyl)-phenylhydrazine in 500 ml of dry pyridine, cooled in an ice bath, was added dropwise, under nitrogen, 79.1 g of 2-fluorobenzoyl chloride. Upon completion of the addition, the ice bath was removed and the reaction mixture stirred at ambient temperature for 4 hours. The mixture was poured into water and a precipitate formed. Recrystallization of the precipitate from isopropyl alcohol-water, gave 108 g (84%) of 2-fluorobenzoic acid, 2-(4-(trifl... Procedure details: To a suspension of 2-methyl-N-(1-(1-methyl-1H-indol-5-yl)butylidene)propan-2-amine (6.70 g, ca. 26.1 mmol), prepared according to procedure described in Example 21 Step 2, in Ph2O (40 mL) was added trimethyl methanetricarboxylate (8.44 g, 44.4 mmol, 1.7 eq). Distillation apparatus was set up then attached to the flask. The reaction was stirred at 230° C. for 10 min then heating was removed. The mixture was cooled to room temperature. The precipitate was collected by filtration then washed with d... Starting materials: CC(C)(C)N=C(CCC)C=1C=C2C=CN(C2=CC1)C (2-methyl-N-(1-(1-methyl-1H-indol-5-yl)butylidene)propan-2-amine), C(C(=O)OC)(C(=O)OC)C(=O)OC (trimethyl methanetricarboxylate). As a reaction SMILES: CC([N:5]=[C:6]([C:10]1[CH:11]=[C:12]2[C:16](=[CH:17][CH:18]=1)[N:15]([CH3:19])[CH:14]=[CH:13]2)[CH2:7][CH2:8][CH3:9])(C)C.[CH:20]([C:29]([O:31][CH3:32])=[O:30])([C:25](OC)=[O:26])[C:21](OC)=[O:22]>O(C1C=CC=CC=1)C1C=CC=CC=1>[CH2:8]([C:7]1[C:21]([OH:22])=[C:20]([C:29]([O:31][CH3:32])=[O:30])[C:25](=[O:26])[NH:5][C:6]=1[C:10]1[CH:11]=[C:12]2[C:16](=[CH:17][CH:18]=1)[N:15]([CH3:19])[CH:14]=[CH:13]2)[CH3:9]. Run in O(C1=CC=CC=C1)C1=CC=CC=C1 (Ph2O). Yield: 57.1%. Product: C(C)C=1C(=C(C(NC1C=1C=C2C=CN(C2=CC1)C)=O)C(=O)OC)O (methyl 5-ethyl-4-hydroxy-6-(1-methyl-1H-indol-5-yl)-2-oxo-1,2-dihydropyridine-3-carboxylate). Conditions: temperature 230 celsius, time 10 minute. The reactants are ICCC1CCC2=C(CC1)C(=C(C(=C2OC)OC)OC)OC (7-(2-iodoethyl)-1,2,3,4-tetramethoxy-6,7,8,9-tetrahydro-5H-benzo[a]cycloheptene), N1=C(C=CC2=CC=CC=C12)O (2-quinolinol), C([O-])([O-])=O.[K+].[K+] (potassium carbonate). The solvent is CN(C)C=O (DMF), O (water). Conditions: time 12 hour. Product: COC1=C(C(=C(C2=C1CCC(CC2)CCOC2=NC1=CC=CC=C1C=C2)OC)OC)OC (2-[2-(1,2,3,4-tetramethoxy-6,7,8,9-tetrahydro-5H-benzo[a]cyclohepten-7-yl)ethoxy]quinoline). Isolated yield 43.5%. Reaction SMILES: I[CH2:2][CH2:3][CH:4]1[CH2:10][CH2:9][C:8]2[C:11]([O:21][CH3:22])=[C:12]([O:19][CH3:20])[C:13]([O:17][CH3:18])=[C:14]([O:15][CH3:16])[C:7]=2[CH2:6][CH2:5]1.[N:23]1[C:32]2[C:27](=[CH:28][CH:29]=[CH:30][CH:31]=2)[CH:26]=[CH:25][C:24]=1[OH:33].C(=O)([O-])[O-].[K+].[K+]>CN(C=O)C.O>[CH3:16][O:15][C:14]1[C:7]2[CH2:6][CH2:5][CH:4]([CH2:3][CH2:2][O:33][C:24]3[CH:25]=[CH:26][C:27]4[C:32](=[CH:31][CH:30]=[CH:29][CH:28]=4)[N:23]=3)[CH2:10][CH2:9][C:8]=2[C:11]([O:21][CH3:22])=[C:12]([O:19][CH3:20])[C:13]=1[O:17][CH3:18] |f:2.3.4|. Procedure: A mixture of 7-(2-iodoethyl)-1,2,3,4-tetramethoxy-6,7,8,9-tetrahydro-5H-benzo[a]cycloheptene (1.50 g), 2-quinolinol (621 mg), and potassium carbonate (987 mg) in DMF (15 ml) was stirred at room temperature for 12 hr. After being stirred at 60° C. for 6 hr, the reaction mixture was diluted with water and extracted with ethyl acetate. The organic layer was washed with water and saturated aqueous sodium chloride and dried. The solvent was removed in vacuo. The residue was diluted with dilsopropylet... RXN SMILES: [N+:1]([C:4]1[CH:15]=[CH:14][C:7]([CH:8]=[CH:9][S:10]([NH2:13])(=[O:12])=[O:11])=[CH:6][CH:5]=1)([O-:3])=[O:2].[C:16](Cl)(=[O:23])[C:17]1[CH:22]=[CH:21][CH:20]=[CH:19][CH:18]=1.P(Cl)(Cl)(Cl)=O>C(OCC)(=O)C>[N+:1]([C:4]1[CH:5]=[CH:6][C:7]([CH:8]=[CH:9][S:10]([NH:13][C:16](=[O:23])[C:17]2[CH:22]=[CH:21][CH:20]=[CH:19][CH:18]=2)(=[O:11])=[O:12])=[CH:14][CH:15]=1)([O-:3])=[O:2]. The solvent is C(C)(=O)OCC (ethyl acetate). Product: [N+](=O)([O-])C1=CC=C(C=CS(=O)(=O)NC(C2=CC=CC=C2)=O)C=C1 (N-(4-nitrostyrylsulfonyl)benzamide). Procedure details: A mixture of 4-nitrostyrylsulfonamide (18.2 g., 0.08 mole), benzoyl chloride (12.6 g., 0.09 mole) and phosphorus oxychloride (13.8 g., 0.09 mole) is heated at steam bath temperature for 105 hr. The reaction mixture diluted with 20 ml. of ethyl acetate, cooled and filtered affords 19.0 g. (76% yield) of N-(4-nitrostyrylsulfonyl)benzamide, m.p. 192°-195° C., from ethyl acetate-hexane. The reactants are [N+](=O)([O-])C1=CC=C(C=CS(=O)(=O)N)C=C1 (4-nitrostyrylsulfonamide), C(C1=CC=CC=C1)(=O)Cl (benzoyl chloride), P(=O)(Cl)(Cl)Cl (phosphorus oxychloride). Yield: 76.0%. The reactants are BrCc1cccc(Br)n1, O=C([O-])[O-], Cl, [K+], [K+], NC(=O)C1COCCN1, CN(C)C=O, O. Yields the product NC(=O)C1COCCN1Cc1cccc(Br)n1. RXN SMILES: [Br:1][c:2]1[n:3][c:4]([CH2:8][Br:9])[cH:5][cH:6][cH:7]1.[C:20](=[O:21])([O-:22])[O-:23].[ClH:10].[K+:24].[K+:25].[O:11]1[CH2:12][CH:13]([C:17](=[O:18])[NH2:19])[NH:14][CH2:15][CH2:16]1.[O:27]=[CH:28][N:29]([CH3:30])[CH3:31].[OH2:26]>>[Br:1][c:2]1[n:3][c:4]([CH2:8][N:14]2[CH:13]([C:17](=[O:18])[NH2:19])[CH2:12][O:11][CH2:16][CH2:15]2)[cH:5][cH:6][cH:7]1. Reactants: BrC1=CC(=C(C=C1)CCCO)OC(F)(F)F (3-(4-bromo-2-trifluoromethoxy-phenyl)-propan-1-ol), [Cr](=O)(=O)([O-])Cl.[NH+]1=CC=CC=C1 (pyridinium chlorochromate). Run in C(Cl)Cl (CH2Cl2). Conditions: time 6 hour. Product: BrC1=CC(=C(C=C1)CCC=O)OC(F)(F)F (3-(4-bromo-2-trifluoromethoxy-phenyl)-propionaldehyde). The yield is 64.5%. RXN SMILES: [Br:1][C:2]1[CH:7]=[CH:6][C:5]([CH2:8][CH2:9][CH2:10][OH:11])=[C:4]([O:12][C:13]([F:16])([F:15])[F:14])[CH:3]=1.[Cr](Cl)([O-])(=O)=O.[NH+]1C=CC=CC=1>C(Cl)Cl>[Br:1][C:2]1[CH:7]=[CH:6][C:5]([CH2:8][CH2:9][CH:10]=[O:11])=[C:4]([O:12][C:13]([F:14])([F:15])[F:16])[CH:3]=1 |f:1.2|. Procedure: A solution of 3-(4-bromo-2-trifluoromethoxy-phenyl)-propan-1-ol (1.03 g, 3.44 mmol) in CH2Cl2 (47 mL) was cooled at 4° C. and added celite (1.4 g) and pyridinium chlorochromate (1.11 g, 5.16 mmol). The reaction mixture was stirred at ambient temperature for 6 hr and filtered through a pad of celite, concentrated, and purified by flash chromatography (silica gel, 16% EtOAc in hexane) to give 3-(4-bromo-2-trifluoromethoxy-phenyl)-propionaldehyde (659 mg, 64%) as a colorless oil.